This data is from the Open Reaction Database (ORD), a public repository of structured organic reaction records. The task is: describe an organic reaction: reactants, conditions, products, and yield Reactants: CC(C(=O)OCC)(C)OC1=NC=C(C=C1)Cl (ethyl 2-methyl-2-(5-chloro-2-pyridyloxy)propionate), [OH-].[Na+] (sodium hydroxide). Run in C(C)#N (acetonitrile), O (water). Run at temperature 50 celsius. Yields the product CC(C(=O)O)(C)OC1=NC=C(C=C1)Cl (2-Methyl-2-(5-chloro-2-pyridyloxy)propionic Acid). As a reaction SMILES: [CH3:1][C:2]([O:9][C:10]1[CH:15]=[CH:14][C:13]([Cl:16])=[CH:12][N:11]=1)([CH3:8])[C:3]([O:5]CC)=[O:4].[OH-].[Na+]>C(#N)C.O>[CH3:8][C:2]([O:9][C:10]1[CH:15]=[CH:14][C:13]([Cl:16])=[CH:12][N:11]=1)([CH3:1])[C:3]([OH:5])=[O:4] |f:1.2|. Procedure: A mixture of ethyl 2-methyl-2-(5-chloro-2-pyridyloxy)propionate and sodium hydroxide (0.85 g, 21 mmol) in 15 mL acetonitrile and 15 mL water was heated at 50° C. overnight. The volatile materials were removed by concentrating on a rotary evaporator, and the residue was partitioned between 2 M hydrochloric acid (100 mL) and ether (100 mL). The organic layer was separated and washed with water (2×50 mL), dried over anhydrous MgSO4, filtered and concentrated to dryness to give the title compound. 1... The reactants are O=C1CCC(=O)N1Br, O=C(OOC(=O)c1ccccc1)c1ccccc1, ClC(Cl)(Cl)Cl, Cc1c(F)c(F)cc(F)c1F. The product is Fc1cc(F)c(F)c(CBr)c1F. Reaction SMILES: [Br:12][N:13]1[C:14](=[O:15])[CH2:16][CH2:17][C:18]1=[O:19].[C:20]([O:21][O:22][C:23](=[O:24])[c:25]1[cH:26][cH:27][cH:28][cH:29][cH:30]1)(=[O:31])[c:32]1[cH:33][cH:34][cH:35][cH:36][cH:37]1.[C:38]([Cl:39])([Cl:40])([Cl:41])[Cl:42].[F:1][c:2]1[c:3]([CH3:11])[c:4]([F:10])[c:5]([F:9])[cH:6][c:7]1[F:8]>>[F:1][c:2]1[c:3]([CH2:11][Br:12])[c:4]([F:10])[c:5]([F:9])[cH:6][c:7]1[F:8]. The reactants are ClC1=C(C=C(C=C1)S(=O)(=O)NC=1C(=NC=C(C1)Cl)C(=O)C1=NC(=CC=C1)Cl)C(F)(F)F (4-chloro-N-[5-chloro-2-(6-chloro-pyridine-2-carbonyl)-pyridin-3-yl]-3-trifluoromethyl-benzenesulfonamide), C(=O)O (formic acid), O (water), resultant mixture, C([O-])(O)=O.[Na+] (sodium bicarbonate). The solvent is CCOC(=O)C (EtOAc). Reaction conditions: temperature 110 celsius, time 8 hour. Product: ClC1=C(C=C(C=C1)S(=O)(=O)NC=1C(=NC=C(C1)Cl)C(=O)C1=NC(=CC=C1)O)C(F)(F)F (4-Chloro-N-[5-chloro-2-(6-hydroxy-pyridine-2-carbonyl)-pyridin-3-yl]-3-trifluoromethyl-benzenesulfonamide). RXN SMILES: [Cl:1][C:2]1[CH:7]=[CH:6][C:5]([S:8]([NH:11][C:12]2[C:13]([C:19]([C:21]3[CH:26]=[CH:25][CH:24]=[C:23](Cl)[N:22]=3)=[O:20])=[N:14][CH:15]=[C:16]([Cl:18])[CH:17]=2)(=[O:10])=[O:9])=[CH:4][C:3]=1[C:28]([F:31])([F:30])[F:29].C(O)=[O:33].O.C(=O)(O)[O-].[Na+]>CCOC(C)=O>[Cl:1][C:2]1[CH:7]=[CH:6][C:5]([S:8]([NH:11][C:12]2[C:13]([C:19]([C:21]3[CH:26]=[CH:25][CH:24]=[C:23]([OH:33])[N:22]=3)=[O:20])=[N:14][CH:15]=[C:16]([Cl:18])[CH:17]=2)(=[O:9])=[O:10])=[CH:4][C:3]=1[C:28]([F:29])([F:30])[F:31] |f:3.4|. Procedure details: A 2 dram vial was charged with 4-chloro-N-[5-chloro-2-(6-chloro-pyridine-2-carbonyl)-pyridin-3-yl]-3-trifluoromethyl-benzenesulfonamide (65 mg, 0.127 mmol), formic acid (2.0 mL) and water (0.50 mL). The heterogeneous solution was warmed to 110° C. and stirred overnight. The following day, the resultant mixture was neutralized with saturated aqueous sodium bicarbonate, diluted with EtOAc, and the organic layer washed with saturated sodium bicarbonate. The combined organics were dried with sodium ... Starting materials: N1(CCCC1)C=1C=C(C=CC1)C1=C(N=CO1)C(=O)OC (methyl 5-(3-(pyrrolidin-1-yl)phenyl)oxazole-4-carboxylate), [OH-].[Na+] (NaOH). Solvent: Cl (HCl), C1CCOC1 (THF). Run at time 8 hour. Product: N1(CCCC1)C=1C=C(C=CC1)C1=C(N=CO1)C(=O)O (5-(3-(pyrrolidin-1-yl)phenyl)oxazole-4-carboxylic acid). As a reaction SMILES: [N:1]1([C:6]2[CH:7]=[C:8]([C:12]3[O:16][CH:15]=[N:14][C:13]=3[C:17]([O:19]C)=[O:18])[CH:9]=[CH:10][CH:11]=2)[CH2:5][CH2:4][CH2:3][CH2:2]1.[OH-].[Na+]>C1COCC1.Cl>[N:1]1([C:6]2[CH:7]=[C:8]([C:12]3[O:16][CH:15]=[N:14][C:13]=3[C:17]([OH:19])=[O:18])[CH:9]=[CH:10][CH:11]=2)[CH2:2][CH2:3][CH2:4][CH2:5]1 |f:1.2|. Reported procedure: To a stirred solution of methyl 5-(3-(pyrrolidin-1-yl)phenyl)oxazole-4-carboxylate (625 mg, 2.3 mmol) in THF (223 mL) was added 1N aq. NaOH-solution (11 mL) and the resulting mixture was stirred at rt overnight. The reaction mixture was poured in 1N aq. HCl-solution and extracted with EtOAc (75 mL). The organic layer was dried (MgSO4), filtered and concentrated to dryness to afford the title compound as a white solid. LC-MS conditions A: tR=0.78 min, [M+H]+=259.00 Reactants: CC1=NC(=NN1)CC(=O)O ((5-methyl-1H-[1,2,4]triazol-3-yl)-acetic acid), C(C1=CC=CC=C1)[C@H]1CN(CCN1)C1=CC(=C(C=C1)OC)OC(F)F ((S)-3-benzyl-1-(3-(difluoromethoxy)-4-methoxyphenyl)piperazine), C(C1=CC=CC=C1)[C@H]1CN(CCN1)C1=CC(=C(C=C1)OC)OC(F)F ((S)-3-benzyl-1-(3-(difluoromethoxy)-4-methoxyphenyl)piperazine). The product is C(C1=CC=CC=C1)[C@@H]1N(CCN(C1)C1=CC(=C(C=C1)OC)OC(F)F)C(CC1=NNC(=N1)C)=O ((S)-1-(2-benzyl-4-(3-(difluoromethoxy)-4-methoxyphenyl)piperazin-1-yl)-2-(5-methyl-1H-1,2,4-triazol-3-yl)ethanone). Reaction SMILES: [CH3:1][C:2]1[NH:6][N:5]=[C:4]([CH2:7][C:8]([OH:10])=O)[N:3]=1.[CH2:11]([C@@H:18]1[NH:23][CH2:22][CH2:21][N:20]([C:24]2[CH:29]=[CH:28][C:27]([O:30][CH3:31])=[C:26]([O:32][CH:33]([F:35])[F:34])[CH:25]=2)[CH2:19]1)[C:12]1[CH:17]=[CH:16][CH:15]=[CH:14][CH:13]=1>>[CH2:11]([C@H:18]1[CH2:19][N:20]([C:24]2[CH:29]=[CH:28][C:27]([O:30][CH3:31])=[C:26]([O:32][CH:33]([F:35])[F:34])[CH:25]=2)[CH2:21][CH2:22][N:23]1[C:8](=[O:10])[CH2:7][C:4]1[N:3]=[C:2]([CH3:1])[NH:6][N:5]=1)[C:12]1[CH:13]=[CH:14][CH:15]=[CH:16][CH:17]=1. Procedure: Prepared by the method outlined for Example 189 using (5-methyl-1H-[1,2,4]triazol-3-yl)-acetic acid and (S)-3-benzyl-1-(3-difluoromethoxy-4-methoxy-phenyl)-piperazine (Example 69, Compound 157) as starting materials. Product as an oil. LC/MS (Method B) 2.57 min, [M+1]+ 472. Potency class A. The reactants are CCOC(=O)C1(Cc2ccc(Cl)cc2)CCCN(C(=O)OC(C)(C)C)C1, CC(C)O, Cl, [Na+], [OH-]. The product is CC(C)(C)OC(=O)N1CCCC(Cc2ccc(Cl)cc2)(C(=O)O)C1. Reaction SMILES: [CH2:1]([CH3:2])[O:3][C:4](=[O:5])[C:6]1([CH2:19][c:20]2[cH:21][cH:22][c:23]([Cl:26])[cH:24][cH:25]2)[CH2:7][N:8]([C:12](=[O:13])[O:14][C:15]([CH3:16])([CH3:17])[CH3:18])[CH2:9][CH2:10][CH2:11]1.[CH:30]([OH:31])([CH3:32])[CH3:33].[ClH:29].[Na+:28].[OH-:27]>>[O:3]=[C:4]([OH:5])[C:6]1([CH2:19][c:20]2[cH:21][cH:22][c:23]([Cl:26])[cH:24][cH:25]2)[CH2:7][N:8]([C:12](=[O:13])[O:14][C:15]([CH3:16])([CH3:17])[CH3:18])[CH2:9][CH2:10][CH2:11]1. Reactants: ClC=1C=C2C=CC(=CC2=CC1)S(=O)(=O)N1CC(N(C(C1)=O)N(C1CCN(CC1)C1=CC=NC=C1)C)C(=O)O (4-[(6-Chloro-2-naphthyl)sulfonyl)-1-[methyl[1-(4-pyridinyl)-4-piperidinyl]amino]-6-oxo-2-piperazinecarboxylic Acid), Cl.C(C)SCCN (2-(ethylthio)ethylamine hydrochloride). The product is Cl.ClC=1C=C2C=CC(=CC2=CC1)S(=O)(=O)N1CC(N(C(C1)=O)N(C1CCN(CC1)C1=CC=NC=C1)C)C(=O)NCCSCC (4-[(6-Chloro-2-naphthyl)sulfonyl]-N-[2-(ethylsulfanyl)ethyl]-1-[methyl[1-(4-pyridinyl)-4-piperidinyl]amino]-6-oxo-2-piperazine Carboxamide Hydrochloride). The yield is 145.5%. RXN SMILES: [Cl:1][C:2]1[CH:3]=[C:4]2[C:9](=[CH:10][CH:11]=1)[CH:8]=[C:7]([S:12]([N:15]1[CH2:20][C:19](=[O:21])[N:18]([N:22]([CH3:35])[CH:23]3[CH2:28][CH2:27][N:26]([C:29]4[CH:34]=[CH:33][N:32]=[CH:31][CH:30]=4)[CH2:25][CH2:24]3)[CH:17]([C:36](O)=[O:37])[CH2:16]1)(=[O:14])=[O:13])[CH:6]=[CH:5]2.Cl.[CH2:40]([S:42][CH2:43][CH2:44][NH2:45])[CH3:41]>>[ClH:1].[Cl:1][C:2]1[CH:3]=[C:4]2[C:9](=[CH:10][CH:11]=1)[CH:8]=[C:7]([S:12]([N:15]1[CH2:20][C:19](=[O:21])[N:18]([N:22]([CH3:35])[CH:23]3[CH2:28][CH2:27][N:26]([C:29]4[CH:30]=[CH:31][N:32]=[CH:33][CH:34]=4)[CH2:25][CH2:24]3)[CH:17]([C:36]([NH:45][CH2:44][CH2:43][S:42][CH2:40][CH3:41])=[O:37])[CH2:16]1)(=[O:13])=[O:14])[CH:6]=[CH:5]2 |f:1.2,3.4|. Procedure: Similarly to Example 120 and using 4-[(6-chloro-2-naphthyl)sulfonyl)-1-[methyl[1-(4-pyridinyl)-4-piperidinyl]amino]-6-oxo-2-piperazinecarboxylic acid (0.18 g) obtained in Example 110 and 2-(ethylthio)ethylamine hydrochloride (0.065 g), the title compound (0.16 g) was obtained as a pale yellow powder. Starting materials: Cc1ncccc1Oc1ccc(NC(=O)c2cn(C(=O)OC(C)(C)C)c3ccccc23)cn1, C1CCOC1, CI, CO, ClCCl, [H-], [Na+]. The product is Cc1ncccc1Oc1ccc(N(C)C(=O)c2cn(C(=O)OC(C)(C)C)c3ccccc23)cn1. RXN SMILES: [C:1]([CH3:2])([CH3:3])([CH3:4])[O:5][C:6](=[O:7])[n:8]1[cH:9][c:10]([C:17]([NH:18][c:19]2[cH:20][n:21][c:22]([O:25][c:26]3[c:27]([CH3:32])[n:28][cH:29][cH:30][cH:31]3)[cH:23][cH:24]2)=[O:33])[c:11]2[cH:12][cH:13][cH:14][cH:15][c:16]12.[CH2:40]1[O:41][CH2:42][CH2:43][CH2:44]1.[CH3:36][I:37].[CH3:38][OH:39].[Cl:45][CH2:46][Cl:47].[H-:35].[Na+:34]>>[C:1]([CH3:2])([CH3:3])([CH3:4])[O:5][C:6](=[O:7])[n:8]1[cH:9][c:10]([C:17]([N:18]([c:19]2[cH:20][n:21][c:22]([O:25][c:26]3[c:27]([CH3:32])[n:28][cH:29][cH:30][cH:31]3)[cH:23][cH:24]2)[CH3:36])=[O:33])[c:11]2[cH:12][cH:13][cH:14][cH:15][c:16]12. Starting materials: NC1=C2NC(N(C2=NC(=N1)OCCCC)CCCN(CCCO)CC=1C=C(C=CC1)CC(=O)OC)=O (Methyl (3-{[[3-(6-amino-2-butoxy-8-oxo-7,8-dihydro-9H-purin-9-yl)propyl](3-hydroxypropyl)amino]methyl}phenyl)acetate), S(=O)(Cl)Cl (thionyl chloride). The solvent is C(Cl)Cl (DCM). Conditions: temperature 25 celsius, time 8 hour. Yields the product NC1=C2NC(N(C2=NC(=N1)OCCCC)CCCN(CCCCl)CC=1C=C(C=CC1)CC(=O)OC)=O (Methyl [3-({[3-(6-amino-2-butoxy-8-oxo-7,8-dihydro-9H-purin-9-yl)propyl](3-chloropropyl)amino}methyl)phenyl]acetate). Reaction SMILES: [NH2:1][C:2]1[N:10]=[C:9]([O:11][CH2:12][CH2:13][CH2:14][CH3:15])[N:8]=[C:7]2[C:3]=1[NH:4][C:5](=[O:36])[N:6]2[CH2:16][CH2:17][CH2:18][N:19]([CH2:24][C:25]1[CH:26]=[C:27]([CH2:31][C:32]([O:34][CH3:35])=[O:33])[CH:28]=[CH:29][CH:30]=1)[CH2:20][CH2:21][CH2:22]O.S(Cl)([Cl:39])=O>C(Cl)Cl>[NH2:1][C:2]1[N:10]=[C:9]([O:11][CH2:12][CH2:13][CH2:14][CH3:15])[N:8]=[C:7]2[C:3]=1[NH:4][C:5](=[O:36])[N:6]2[CH2:16][CH2:17][CH2:18][N:19]([CH2:24][C:25]1[CH:26]=[C:27]([CH2:31][C:32]([O:34][CH3:35])=[O:33])[CH:28]=[CH:29][CH:30]=1)[CH2:20][CH2:21][CH2:22][Cl:39]. Reported procedure: Methyl (3-{[[3-(6-amino-2-butoxy-8-oxo-7,8-dihydro-9H-purin-9-yl)propyl](3-hydroxypropyl)amino]methyl}phenyl)acetate (described in WO2007/1031726, Example 1 step (ix)) (534 mg) was suspended in DCM (5 mL) and thionyl chloride (0.09 mL) added. The reaction mixture was stirred at 25° C. overnight. The reaction was concentrated in vacuo to give the subtitle product (0.55 g); MS multimode (+) 520